This data is from the Open Reaction Database (ORD), a public repository of structured organic reaction records. The task is: describe an organic reaction: reactants, conditions, products, and yield Starting materials: C1(=CC=CC=C1)S(=O)(=O)CC1=CC=C(C(=C1C(=O)OCC)O)C1=COC=C1 (ethyl 6-(benzenesulphonylmethyl)-3-(furan-3-yl)-2-hydroxybenzoate), O1C=C(C=C1)B(O)O (furan-3-yl boronic acid), BrC=1C(=C(C(=O)OC)C(=CC1)CS(=O)(=O)C1=C(C=CC=C1)OC)O (methyl 3-bromo-2-hydroxy-6-(2-methoxybenzenesulphonylmethyl)benzoate), BrC=1C(=C(C(=O)OC)C(=CC1)CS(=O)(=O)C1=C(C=CC=C1)OC)O (methyl 3-bromo-2-hydroxy-6-(2-methoxybenzenesulphonylmethyl)benzoate). The product is O1C=C(C=C1)C=1C(=C(C(=O)OC)C(=CC1)CS(=O)(=O)C1=C(C=CC=C1)OC)O (Methyl 3-(furan-3-yl)-2-hydroxy-6-(2-methoxybenzenesulphonylmethyl)-benzoate). RXN SMILES: [C:1]1([S:7]([CH2:10][C:11]2[C:16]([C:17]([O:19][CH2:20]C)=[O:18])=[C:15]([OH:22])[C:14]([C:23]3[CH:27]=[CH:26][O:25][CH:24]=3)=[CH:13][CH:12]=2)(=[O:9])=[O:8])[CH:6]=[CH:5][CH:4]=[CH:3][CH:2]=1.BrC1C(O)=C(C(CS(C2C=CC=CC=2OC)(=O)=O)=CC=1)[C:32](OC)=[O:33].O1C=CC(B(O)O)=C1>>[O:25]1[CH:26]=[CH:27][C:23]([C:14]2[C:15]([OH:22])=[C:16]([C:11]([CH2:10][S:7]([C:1]3[CH:2]=[CH:3][CH:4]=[CH:5][C:6]=3[O:33][CH3:32])(=[O:8])=[O:9])=[CH:12][CH:13]=2)[C:17]([O:19][CH3:20])=[O:18])=[CH:24]1. Procedure details: Prepared by proceeding in a similar manner to Intermediate 36, starting from methyl 3-bromo-2-hydroxy-6-(2-methoxybenzenesulphonylmethyl)benzoate (Intermediate 67) and furan-3-yl boronic acid. The reactants are C(#N)C1=CC(=C(C(=C1)[N+](=O)[O-])N(C(=O)OC(C)(C)C)C(=O)OC(C)(C)C)C (Di-t-butyl (4-cyano-2-methyl-6-nitrophenyl)imidodicarbonate), CO (MeOH), S(=O)([O-])S(=O)[O-].[Na+].[Na+] (sodium hydrosulfite), C([O-])(O)=O.[Na+] (sodium bicarbonate), CO (MeOH). The solvent is C1CCOC1 (THF), O (H2O), C1CCOC1 (THF). Conditions: time 1 hour. Product: NC1=C(C(=CC(=C1)C#N)C)N(C(=O)OC(C)(C)C)C(=O)OC(C)(C)C (Di-t-butyl (2-amino-4-cyano-6-methylphenyl)imidodicarbonate), solid. Yield: 83.0%. As a reaction SMILES: [C:1]([C:3]1[CH:8]=[C:7]([N+:9]([O-])=O)[C:6]([N:12]([C:20]([O:22][C:23]([CH3:26])([CH3:25])[CH3:24])=[O:21])[C:13]([O:15][C:16]([CH3:19])([CH3:18])[CH3:17])=[O:14])=[C:5]([CH3:27])[CH:4]=1)#[N:2].S(S([O-])=O)([O-])=O.[Na+].[Na+].C(=O)(O)[O-].[Na+].CO>C1COCC1.O>[NH2:9][C:7]1[CH:8]=[C:3]([C:1]#[N:2])[CH:4]=[C:5]([CH3:27])[C:6]=1[N:12]([C:13]([O:15][C:16]([CH3:19])([CH3:18])[CH3:17])=[O:14])[C:20]([O:22][C:23]([CH3:26])([CH3:24])[CH3:25])=[O:21] |f:1.2.3,4.5|. Procedure: Di-t-butyl (4-cyano-2-methyl-6-nitrophenyl)imidodicarbonate obtained in Step 1 (3.77 g, 10 mmol) was dissolved in THF (0.2 M, 50 mL), and a solution prepared by dissolving sodium hydrosulfite (15.7 g, 9 eq, 90 mmol) and sodium bicarbonate (7.56 g, 90 mmol) in H2O (0.1 M, 100 mL) was added thereto. Subsequently, MeOH (17 mL) was added to the mixture, which was then stirred at room temperature for 1 hour. Upon completion of the reaction, THF and MeOH were removed under reduced pressure, and the re... Reactants: FC1=C(C(=O)C2=CN=CC(=N2)N2C[C@@H](N(CC2)C(=O)OC(C)(C)C)CC(C)C)C=CC=N1 ((S)-tert-butyl 4-(6-(2-fluoronicotinoyl)pyrazin-2-yl)-2-isobutylpiperazine-1-carboxylate), NN (hydrazine), EtOAc hexanes. Solvent: C1CCOC1 (THF). Conditions: temperature 75 celsius. Product: C(C(C)C)[C@H]1CN(CCN1)C1=CN=CC(=N1)C1=NNC2=NC=CC=C21 ((S)-3-(6-(3-isobutylpiperazin-1-yl)pyrazin-2-yl)-1H-pyrazolo[3,4-b]pyridine). Reaction SMILES: F[C:2]1[N:32]=[CH:31][CH:30]=[CH:29][C:3]=1[C:4]([C:6]1[N:11]=[C:10]([N:12]2[CH2:17][CH2:16][N:15](C(OC(C)(C)C)=O)[C@@H:14]([CH2:25][CH:26]([CH3:28])[CH3:27])[CH2:13]2)[CH:9]=[N:8][CH:7]=1)=O.[NH2:33][NH2:34]>C1COCC1>[CH2:25]([C@@H:14]1[NH:15][CH2:16][CH2:17][N:12]([C:10]2[N:11]=[C:6]([C:4]3[C:3]4[C:2](=[N:32][CH:31]=[CH:30][CH:29]=4)[NH:34][N:33]=3)[CH:7]=[N:8][CH:9]=2)[CH2:13]1)[CH:26]([CH3:27])[CH3:28]. Reported procedure: To a solution of (S)-tert-butyl 4-(6-(2-fluoronicotinoyl)pyrazin-2-yl)-2-isobutylpiperazine-1-carboxylate (160 mg, 0.3608 mmol) in THF (3 mL) was added hydrazine (1M in THF) (360.8 μL of 1 M, 0.3608 mmol) and the solution heated to 75° C. for 2 hrs. The reaction was allowed to cool and concentrated to give a yellow solid. This was columned on silica gel eluting with 1:1 EtOAc/hexanes to give (S)-3-(6-(3-isobutylpiperazin-1-yl)pyrazin-2-yl)-1H-pyrazolo[3,4-b]pyridine as a pale yellow solid. The B... The reactants are C=C(C)C(C)c1cc(C(=O)OCC)ccc1O, CO, [K+], [OH-], O. The product is C=C(C)C(C)c1cc(C(=O)O)ccc1O. Reaction SMILES: [CH3:1][CH:2]([C:3](=[CH2:4])[CH3:5])[c:6]1[cH:7][c:8]([C:9](=[O:10])[O:11][CH2:12][CH3:13])[cH:14][cH:15][c:16]1[OH:17].[CH3:20][OH:21].[K+:19].[OH-:18].[OH2:22]>>[CH3:1][CH:2]([C:3](=[CH2:4])[CH3:5])[c:6]1[cH:7][c:8]([C:9](=[O:10])[OH:11])[cH:14][cH:15][c:16]1[OH:17]. Starting materials: CC(CCC1=C(C=CC=C1)O)(C)NC[C@H](O)C=1C=CC=2N(C1)N=NN2 ((R)-a-[[(1,1-dimethyl-3-(2-hydroxyphenyl)propyl)amino]methyl]tetrazolo[1,5-a]pyridine-6-methanol), Cl[Sn]Cl (SnCl2). Solvent: CO (methanol). Yields the product Cl.Cl.NC1=CC=C(C=N1)[C@@H](O)CNC(CCC1=C(C=CC=C1)O)(C)C ((R)-6-Amino-a-[[(1,1-dimethyl-3-(2-hydroxyphenyl)propyl)amino]methyl]-3-pyridinemethanol Dihydrochloride). RXN SMILES: [CH3:1][C:2]([NH:13][CH2:14][C@@H:15]([C:17]1[CH:18]=[CH:19][C:20]2[N:21](N=N[N:25]=2)[CH:22]=1)[OH:16])([CH3:12])[CH2:3][CH2:4][C:5]1[CH:10]=[CH:9][CH:8]=[CH:7][C:6]=1[OH:11].[Cl:26][Sn]Cl>CO>[ClH:26].[ClH:26].[NH2:25][C:20]1[N:21]=[CH:22][C:17]([C@H:15]([CH2:14][NH:13][C:2]([CH3:12])([CH3:1])[CH2:3][CH2:4][C:5]2[CH:10]=[CH:9][CH:8]=[CH:7][C:6]=2[OH:11])[OH:16])=[CH:18][CH:19]=1 |f:3.4.5|. Procedure: A solution of 127 mg (0.37 mmol) of (R)-a-[[(1,1-dimethyl-3-(2-hydroxyphenyl)propyl)amino]methyl]tetrazolo[1,5-a]pyridine-6-methanol and 170 mg (0.75 mmol) of SnCl2 ·2H2O in 15 ml of methanol is heated at reflux for 20 hours. The reaction mixture is cooled in ice and H2S is bubbled through the solution. The precipitate is collected by filtration and the filtrate concentrated. The residue is chromatographed on silica gel to give the desired product. Reactants: COC1=CC=C(C=C1)N1CCN(CC1)C1=CC=C(C=C1)N1C(NN=C1)=O (2,4-dihydro-4-[4-[4-(4-methoxyphenyl)-1-piperazinyl]-phenyl]-3H-1,2,4-triazol-3-one), [H-].[Na+] (sodium hydride), C[C@H](CC)O.BrC1=CC=C(C=C1)S(=O)(=O)[O-] ((R)-2-butanol 4-bromobenzenesulfonate), C[C@H](CC)O.BrC1=CC=C(C=C1)S(=O)(=O)[O-] ((R)-2-butanol 4-bromobenzenesulfonate). The solvent is CN(C=O)C (N,N-dimethylformamide). Reaction conditions: temperature 80 celsius, time 3 hour. Yields the product CC1([C@@]2(C(CC1CC2)=O)CS(=O)(=O)O)C.COC2=CC=C(C=C2)N2CCN(CC2)C2=CC=C(C=C2)N2C(N(N=C2)[C@H](CC)C)=O ((+)-(S)-2,4-dihydro-4-[4-[4-(4-methoxyphenyl)-1-piperazinyl]-phenyl]-2-(1-methylpropyl)-3H-1,2,4-triazol-3-one (S)-7,7-dimethyl-2-oxobicyclo[2.2.1]heptane-1-methanesulfonate). The yield is 13.7%. RXN SMILES: [CH3:1][O:2][C:3]1[CH:8]=[CH:7][C:6]([N:9]2[CH2:14][CH2:13][N:12]([C:15]3[CH:20]=[CH:19][C:18]([N:21]4[CH:25]=[N:24][NH:23][C:22]4=[O:26])=[CH:17][CH:16]=3)[CH2:11][CH2:10]2)=[CH:5][CH:4]=1.[H-].[Na+].[CH3:29][C@@H:30](O)[CH2:31]C.Br[C:35]1[CH:40]=C[C:38]([S:41]([O-:44])(=[O:43])=[O:42])=[CH:37][CH:36]=1>CN(C)C=O>[CH3:29][C:30]1([CH3:31])[CH:5]2[CH2:6][CH2:7][C@@:8]1([CH2:38][S:41]([OH:44])(=[O:43])=[O:42])[C:3](=[O:2])[CH2:4]2.[CH3:1][O:2][C:3]1[CH:8]=[CH:7][C:6]([N:9]2[CH2:10][CH2:11][N:12]([C:15]3[CH:20]=[CH:19][C:18]([N:21]4[CH:25]=[N:24][N:23]([C@@H:35]([CH3:40])[CH2:36][CH3:37])[C:22]4=[O:26])=[CH:17][CH:16]=3)[CH2:13][CH2:14]2)=[CH:5][CH:4]=1 |f:1.2,3.4,6.7|. Procedure: A mixture of 3.5 g of (2,4-dihydro-4-[4-[4-(4-methoxyphenyl)-1-piperazinyl]-phenyl]-3H-1,2,4-triazol-3-one, 0.6 g of a sodium hydride dispersion 50% and 100 ml of N,N-dimethylformamide was stirred for 3 hours at 80° C. After the addition of 3.5 g of (R)-2-butanol 4-bromobenzenesulfonate (ester) (intermediate (3)), stirring was continued for 6 hours at this temperature. After cooling, waster was added. The crystallized product was filtered off and taken up in trichloromethane. The undissolved par... Reaction SMILES: [CH3:1][S:2]([O:3][CH:6]1[CH2:7][CH:8]([c:11]2[cH:12][cH:13][cH:14][cH:15][cH:16]2)[O:9][CH2:10]1)(=[O:4])=[O:5].[N-:18]=[N+:19]=[N-:20].[Na+:17].[O:21]=[CH:22][N:23]([CH3:24])[CH3:25]>>[CH:6]1([N:18]=[N+:19]=[N-:20])[CH2:7][CH:8]([c:11]2[cH:12][cH:13][cH:14][cH:15][cH:16]2)[O:9][CH2:10]1. Starting materials: CS(=O)(=O)OC1COC(c2ccccc2)C1, [N-]=[N+]=[N-], [Na+], CN(C)C=O. Yields the product [N-]=[N+]=NC1COC(c2ccccc2)C1. Starting materials: CCO, CCN(C(C)C)C(C)C, I, CC(CCCc1ccc(CCCCN)cc1)NCC(O)c1cccc(O)c1, CSC(=N)NC(=O)c1nc(Cl)c(N)nc1N. The product is CC(CCCc1ccc(CCCCNC(=N)NC(=O)c2nc(Cl)c(N)nc2N)cc1)NCC(O)c1cccc(O)c1. Reaction SMILES: [CH3:54][CH2:55][OH:56].[CH:1]([N:2]([CH:3]([CH3:4])[CH3:5])[CH2:6][CH3:7])([CH3:8])[CH3:9].[IH:37].[NH2:10][CH2:11][CH2:12][CH2:13][CH2:14][c:15]1[cH:16][cH:17][c:18]([CH2:21][CH2:22][CH2:23][CH:24]([CH3:25])[NH:26][CH2:27][CH:28]([OH:29])[c:30]2[cH:31][c:32]([OH:36])[cH:33][cH:34][cH:35]2)[cH:19][cH:20]1.[NH2:38][c:39]1[c:40]([C:47](=[O:48])[NH:49][C:50]([S:51][CH3:52])=[NH:53])[n:41][c:42]([Cl:46])[c:43]([NH2:45])[n:44]1>>[NH:10]([CH2:11][CH2:12][CH2:13][CH2:14][c:15]1[cH:16][cH:17][c:18]([CH2:21][CH2:22][CH2:23][CH:24]([CH3:25])[NH:26][CH2:27][CH:28]([OH:29])[c:30]2[cH:31][c:32]([OH:36])[cH:33][cH:34][cH:35]2)[cH:19][cH:20]1)[C:50]([NH:49][C:47]([c:40]1[c:39]([NH2:38])[n:44][c:43]([NH2:45])[c:42]([Cl:46])[n:41]1)=[O:48])=[NH:53]. Starting materials: CC1NCC(NC1)C (2,5-dimethylpiperazine), C(CCC)(=O)Cl (butyryl chloride). The product is C(CCC)(=O)N1C(CN(C(C1)C)C(CCC)=O)C (1,4-dibutryl-2,5-dimethylpiperazine). Yield: 446.2%. RXN SMILES: [CH3:1][CH:2]1[CH2:7][NH:6][CH:5]([CH3:8])[CH2:4][NH:3]1.[C:9](Cl)(=[O:13])[CH2:10][CH2:11][CH3:12]>>[C:9]([N:3]1[CH2:4][CH:5]([CH3:8])[N:6]([C:9](=[O:13])[CH2:10][CH2:11][CH3:12])[CH2:7][CH:2]1[CH3:1])(=[O:13])[CH2:10][CH2:11][CH3:12]. Procedure details: The reaction of 5 g (0.044 mole) of 2,5-dimethylpiperazine with 12.15 g (0.0114 mole) of butyryl chloride is conducted as described in Example III, and the crude product obtained is an oily solid. The solid is washed with hexane, recrystallized from hexane/acetone, and dried in vacuo for 16 hours at 55° C. over phosphorus pentoxide to yield 6.47 g of 1,4-dibutryl-2,5-dimethylpiperazine: mp, 92°-94° C., as confirmed by IR and NMR spectroscopic analysis. Reactants: CNCCC#N, O=S(=O)(Cl)c1ccccc1C(F)(F)F. Yields the product CN(CCC#N)S(=O)(=O)c1ccccc1C(F)(F)F. RXN SMILES: [CH3:15][NH:16][CH2:17][CH2:18][C:19]#[N:20].[F:1][C:2]([c:3]1[c:4]([S:9](=[O:10])(=[O:11])[Cl:12])[cH:5][cH:6][cH:7][cH:8]1)([F:13])[F:14]>>[F:1][C:2]([c:3]1[c:4]([S:9](=[O:10])(=[O:11])[N:16]([CH3:15])[CH2:17][CH2:18][C:19]#[N:20])[cH:5][cH:6][cH:7][cH:8]1)([F:13])[F:14].